From a dataset of the Open Reaction Database (ORD), a public repository of structured organic reaction records. describe an organic reaction: reactants, conditions, products, and yield The reactants are ICC (1-iodoethane), FC(C1=C(C(=O)N2CCN(CC2)C2=CC=C(N=N2)N2C(NCC2)=O)C=CC=C1)(F)F (1-{6-[4-(2-trifluoromethylbenzoyl)piperazin-1-yl]pyridazin-3-yl}imidazolidin-2-one). The product is C(C)N1C(N(CC1)C=1N=NC(=CC1)N1CCN(CC1)C(C1=C(C=CC=C1)C(F)(F)F)=O)=O (1-ethyl-3-{6-[4-(2-trifluoromethylbenzoyl)-piperazin-1-yl]pyridazin-3-yl}-imidazolidin-2-one). Yield: 72.0%. Reaction SMILES: I[CH2:2][CH3:3].[F:4][C:5]([F:33])([F:32])[C:6]1[CH:31]=[CH:30][CH:29]=[CH:28][C:7]=1[C:8]([N:10]1[CH2:15][CH2:14][N:13]([C:16]2[N:21]=[N:20][C:19]([N:22]3[CH2:26][CH2:25][NH:24][C:23]3=[O:27])=[CH:18][CH:17]=2)[CH2:12][CH2:11]1)=[O:9]>>[CH2:2]([N:24]1[CH2:25][CH2:26][N:22]([C:19]2[N:20]=[N:21][C:16]([N:13]3[CH2:12][CH2:11][N:10]([C:8](=[O:9])[C:7]4[CH:28]=[CH:29][CH:30]=[CH:31][C:6]=4[C:5]([F:4])([F:32])[F:33])[CH2:15][CH2:14]3)=[CH:17][CH:18]=2)[C:23]1=[O:27])[CH3:3]. Procedure: Following the procedure as described in Example 2, making variations only as required to use 1-iodoethane in place of 1-iodo-3-methylbutane to react with 1-{6-[4-(2-trifluoromethylbenzoyl)piperazin-1-yl]pyridazin-3-yl}imidazolidin-2-one, the title compound was obtained as a white solid in 72% yield (0.061 g). 1H NMR (300 MHz, CDCl3) δ 8.44 (d, J=9.9 Hz, 1H), 7.72-7.69 (m, 1H), 7.62-7.49 (m, 2H), 7.34-7.32 (m, 1H), 6.99 (d, J=9.9 Hz, 1H), 4.08 (t, J=7.8 Hz, 2H), 3.95-3.84 (m, 2H), 3.6 (t, J=5.1 H... Reactants: BrC1=NC=CC2=C1SC(=N2)C2=C(C=CC=C2F)Cl (4-bromo-2-(2-chloro-6-fluorophenyl)thiazolo[5,4-c]pyridine), NC1=CC(=NC=N1)NC(C)=O (N-(6-aminopyrimidin-4-yl)acetamide), CC1(C2=C(C(=CC=C2)P(C3=CC=CC=C3)C4=CC=CC=C4)OC5=C(C=CC=C51)P(C6=CC=CC=C6)C7=CC=CC=C7)C (XantPhos), C(=O)([O-])[O-].[Cs+].[Cs+] (Cs2CO3). The reagents and catalysts are C=1C=CC(=CC1)/C=C/C(=O)/C=C/C2=CC=CC=C2.C=1C=CC(=CC1)/C=C/C(=O)/C=C/C2=CC=CC=C2.C=1C=CC(=CC1)/C=C/C(=O)/C=C/C2=CC=CC=C2.[Pd].[Pd] (Pd2(dba)3). The solvent is O1CCOCC1 (dioxane). The product is ClC1=C(C(=CC=C1)F)C=1SC=2C(=NC=CC2N1)NC1=CC(=NC=N1)NC(C)=O (N-(6-(2-(2-Chloro-6-fluorophenyl)thiazolo[5,4-c]pyridin-4-ylamino)pyrimidin-4-yl)acetamide). Yield: 19.7%. Reaction SMILES: Br[C:2]1[C:7]2[S:8][C:9]([C:11]3[C:16]([F:17])=[CH:15][CH:14]=[CH:13][C:12]=3[Cl:18])=[N:10][C:6]=2[CH:5]=[CH:4][N:3]=1.[NH2:19][C:20]1[N:25]=[CH:24][N:23]=[C:22]([NH:26][C:27](=[O:29])[CH3:28])[CH:21]=1.CC1(C)C2C(=C(P(C3C=CC=CC=3)C3C=CC=CC=3)C=CC=2)OC2C(P(C3C=CC=CC=3)C3C=CC=CC=3)=CC=CC1=2.C([O-])([O-])=O.[Cs+].[Cs+]>O1CCOCC1.C1C=CC(/C=C/C(/C=C/C2C=CC=CC=2)=O)=CC=1.C1C=CC(/C=C/C(/C=C/C2C=CC=CC=2)=O)=CC=1.C1C=CC(/C=C/C(/C=C/C2C=CC=CC=2)=O)=CC=1.[Pd].[Pd]>[Cl:18][C:12]1[CH:13]=[CH:14][CH:15]=[C:16]([F:17])[C:11]=1[C:9]1[S:8][C:7]2[C:2]([NH:19][C:20]3[N:25]=[CH:24][N:23]=[C:22]([NH:26][C:27](=[O:29])[CH3:28])[CH:21]=3)=[N:3][CH:4]=[CH:5][C:6]=2[N:10]=1 |f:3.4.5,7.8.9.10.11|. Reported procedure: To a microwave tube was added 4-bromo-2-(2-chloro-6-fluorophenyl)thiazolo[5,4-c]pyridine (0.050 g, 1.5 mmol), N-(6-aminopyrimidin-4-yl)acetamide (0.034 g, 0.22 mmol), Pd2(dba)3 (0.013 g, 0.017 mmol), XantPhos (0.017 g, 0.034 mmol) and Cs2CO3 (0.11 g, 0.34 mmol) in dioxane (2.0 mL). The mixture was degassed with N2 for 10 minutes and then irradiated in a microwave reactor at 160° C. for 2 hours. After cooling to room temperature the solid was removed via filtration and the filtrate was concentrat... Reactants: C1(=CC=CC=C1)CCCCOC=1C=C(CO)C=CC1 (m-(4-Phenylbutoxy)benzyl alcohol), S(=O)(Cl)Cl (thionyl chloride). The solvent is C1=CC=CC=C1 (benzene). Reaction conditions: time 4 hour. Product: ClCC=1C=C(C=CC1)OCCCCC1=CC=CC=C1 (m-chloromethyl-(4-phenylbutoxy)benzene). The yield is 95.1%. Reaction SMILES: [C:1]1([CH2:7][CH2:8][CH2:9][CH2:10][O:11][C:12]2[CH:13]=[C:14]([CH:17]=[CH:18][CH:19]=2)[CH2:15]O)[CH:6]=[CH:5][CH:4]=[CH:3][CH:2]=1.S(Cl)([Cl:22])=O>C1C=CC=CC=1>[Cl:22][CH2:15][C:14]1[CH:13]=[C:12]([O:11][CH2:10][CH2:9][CH2:8][CH2:7][C:1]2[CH:6]=[CH:5][CH:4]=[CH:3][CH:2]=2)[CH:19]=[CH:18][CH:17]=1. Reported procedure: m-(4-Phenylbutoxy)benzyl alcohol (510 mg) was dissolved in 5 ml of benzene, 1.4 g of thionyl chloride was added, and the mixture was stirred at room temperature for 4 hours. The reaction mixture was concentrated under reduced pressure to give 520 mg of m-chloromethyl-(4-phenylbutoxy)benzene. This compound was then treated by the procedure of Reference Example 4 to give 470 mg of m-(4-phenylbutoxy)benzylamine.